From a dataset of the Open Reaction Database (ORD), a public repository of structured organic reaction records. describe an organic reaction: reactants, conditions, products, and yield Starting materials: C1CCOC1, O=C(O)CCCC(=O)c1ccc(F)cc1, CC(C)(C)OC(=O)NN. The product is CC(C)(C)OC(=O)NN=C(CCCC(=O)O)c1ccc(F)cc1. Reaction SMILES: [CH2:25]1[O:26][CH2:27][CH2:28][CH2:29]1.[F:10][c:11]1[cH:12][cH:13][c:14]([C:17]([CH2:18][CH2:19][CH2:20][C:21](=[O:22])[OH:23])=[O:24])[cH:15][cH:16]1.[NH:1]([NH2:2])[C:3](=[O:4])[O:5][C:6]([CH3:7])([CH3:8])[CH3:9]>>[NH:1]([N:2]=[C:17]([c:14]1[cH:13][cH:12][c:11]([F:10])[cH:16][cH:15]1)[CH2:18][CH2:19][CH2:20][C:21](=[O:22])[OH:23])[C:3](=[O:4])[O:5][C:6]([CH3:7])([CH3:8])[CH3:9]. The reactants are C(N)(=O)OC[C@H](COC(C)=O)C1=C(C=C(C=C1)OC)OC ((S)-3-acetoxy-2-(2,4-dimethoxyphenyl)propanol carbamate), C(N)(=O)OC[C@H](COC(C)=O)C1=CC=CC=C1 ((S)-3-acetoxy-2-phenylpropanol carbamate). The product is C(N)(=O)OC[C@H](CO)C1=C(C=C(C=C1)OC)OC ((S)-2-(2,4-dimethoxyphenyl)-1,3-propanediol Monocarbamate). Yield: 65.3%. As a reaction SMILES: [C:1]([O:4][CH2:5][C@@H:6]([C:12]1[CH:17]=[CH:16][C:15]([O:18][CH3:19])=[CH:14][C:13]=1[O:20][CH3:21])[CH2:7][O:8]C(=O)C)(=[O:3])[NH2:2].C(OC[C@@H](C1C=CC=CC=1)COC(=O)C)(=O)N>>[C:1]([O:4][CH2:5][C@@H:6]([C:12]1[CH:17]=[CH:16][C:15]([O:18][CH3:19])=[CH:14][C:13]=1[O:20][CH3:21])[CH2:7][OH:8])(=[O:3])[NH2:2]. Reported procedure: The title compound was synthesized in a similar manner to that of Example XXII, except that (S)-3-acetoxy-2-(2,4-dimethoxyphenyl)propanol carbamate, instead of (S)-3-acetoxy-2-phenylpropanol carbamate, was used as a starting material. Yield 65.3%. Purity 99.2%. Starting materials: CNC(=S)NCCSCC=1N=CNC1C (N-methyl-N'-[2-((5-methyl-4-imidazolyl)methylthio)ethyl]thiourea), CI (methyl iodide), I (hydriodic acid). Solvent: CO (methanol). Product: I.I.CNC(SC)=NCCSCC=1N=CNC1C (N,S-Dimethyl-N'-[2-((5-methyl-4-imidazolyl)methylthio)ethyl]isothiourea dihydriodide), dihydriodide. As a reaction SMILES: [CH3:1][NH:2][C:3]([NH:5][CH2:6][CH2:7][S:8][CH2:9][C:10]1[N:11]=[CH:12][NH:13][C:14]=1[CH3:15])=[S:4].[IH:16].[CH3:17]I>CO>[IH:16].[IH:16].[CH3:1][NH:2][C:3](=[N:5][CH2:6][CH2:7][S:8][CH2:9][C:10]1[N:11]=[CH:12][NH:13][C:14]=1[CH3:15])[S:4][CH3:17] |f:4.5.6|. Procedure details: N-methyl-N'-[2-((5-methyl-4-imidazolyl)methylthio)ethyl]thiourea (10.0 g) was dissolved in methanol (400 ml) and 55% aqueous hydriodic acid (12.2 ml) was added, followed by methyl iodide (5.3 ml). The solution was heated under reflux for 4 hours and concentrated. The residue was dissolved in methanol (100 ml) and ether was added to afford the title product as the dihydriodide (5.48 g) m.p. 185°-186° (from isopropyl alcohol). Starting materials: N1=CC=CC2=C1NC1=C(C(N2)=O)C=CC=C1 (5,11-dihydro-6H-pyrido[2,3-b][1,4]benzodiazepin-6-one), Cl.C(C1=CC=NC=C1)(=O)Cl (isonicotinic acid chloride hydrochloride), N1=CC=CC=C1 (pyridine). Run in O1CCOCC1 (dioxane). Yields the product N1=CC=C(C=C1)C(=O)N1C2=C(NC(C3=C1C=CC=C3)=O)C=CC=N2 (5,11-Dihydro-11-[(4-pyridinyl)carbonyl]-6H-pyrido[2,3-b][1,4]benzodiazepin-6-one). Reaction SMILES: [N:1]1[C:6]2[NH:7][C:8]3[CH:16]=[CH:15][CH:14]=[CH:13][C:9]=3[C:10](=[O:12])[NH:11][C:5]=2[CH:4]=[CH:3][CH:2]=1.Cl.[C:18](Cl)(=[O:25])[C:19]1[CH:24]=[CH:23][N:22]=[CH:21][CH:20]=1.N1C=CC=CC=1>O1CCOCC1>[N:22]1[CH:23]=[CH:24][C:19]([C:18]([N:7]2[C:8]3[CH:16]=[CH:15][CH:14]=[CH:13][C:9]=3[C:10](=[O:12])[NH:11][C:5]3[CH:4]=[CH:3][CH:2]=[N:1][C:6]2=3)=[O:25])=[CH:20][CH:21]=1 |f:1.2|. Procedure: A mixture of 40.4 gm (0.191 mol) of 5,11-dihydro-6H-pyrido[2,3-b][1,4]benzodiazepin-6-one, 46.0 gm (0.258 mol) of isonicotinic acid chloride hydrochloride, 42 ml (0.52 mol) of pyridine, and 600 ml of anhydrous dioxane was refluxed for three hours. After cooling, the mixture was filtered, the filter residue was taken up in 300 ml of water, and the solution obtained was extracted twice, each time with 100 ml of dichloromethane. The aqueous phase was made alkaline with sodium hydroxide solution and... Starting materials: COc1ccc2cc(C(=O)c3cn(C(c4ccccc4)(c4ccccc4)c4ccccc4)cn3)ccc2c1C(C)O[Si](C)(C)C(C)(C)C, CO, Cl, c1ccncc1. Yields the product COc1ccc2cc(C(=O)c3c[nH]cn3)ccc2c1C(C)O[Si](C)(C)C(C)(C)C. Reaction SMILES: [C:1]([CH3:2])([CH3:3])([CH3:4])[Si:5]([O:6][CH:7]([CH3:8])[c:9]1[c:10]2[cH:11][cH:12][c:13]([C:21](=[O:22])[c:23]3[n:24][cH:25][n:26]([C:28]([c:29]4[cH:30][cH:31][cH:32][cH:33][cH:34]4)([c:35]4[cH:36][cH:37][cH:38][cH:39][cH:40]4)[c:41]4[cH:42][cH:43][cH:44][cH:45][cH:46]4)[cH:27]3)[cH:14][c:15]2[cH:16][cH:17][c:18]1[O:19][CH3:20])([CH3:47])[CH3:48].[CH3:56][OH:57].[ClH:49].[n:50]1[cH:51][cH:52][cH:53][cH:54][cH:55]1>>[C:1]([CH3:2])([CH3:3])([CH3:4])[Si:5]([O:6][CH:7]([CH3:8])[c:9]1[c:10]2[cH:11][cH:12][c:13]([C:21](=[O:22])[c:23]3[n:24][cH:25][nH:26][cH:27]3)[cH:14][c:15]2[cH:16][cH:17][c:18]1[O:19][CH3:20])([CH3:47])[CH3:48]. Yields the product NC1=NN=C(S1)CCNCCC1=NN=C(S1)N (5-(2-((2-(5-amino-1,3,4-thiadiazol-2-yl)ethyl)amino)ethyl)-1,3,4-thiadiazol-2-amine). Procedure: A mixture of 3,3′-iminodipropionitrile (1.50 g, 12.18 mmol) and thiosemicarbazide (2.22 g, 24.36 mmol) in TFA (10 mL) was heated at 85 for 4.5 h. The reaction was cooled to room temperature and poured into a mixture of ice and water. Sodium hydroxide pellets were added to the mixture until it was basic (pH 14). The white precipitate was collected by suction filtration, rinsed with water and dried to provide 5-(2-((2-(5-amino-1,3,4-thiadiazol-2-yl)ethyl)amino)ethyl)-1,3,4-thiadiazol-2-amine (1005... The yield is 44.5%. As a reaction SMILES: [NH:1]([CH2:6][CH2:7][C:8]#[N:9])[CH2:2][CH2:3][C:4]#[N:5].N[NH:11][C:12]([NH2:14])=[S:13].O.[OH-].[Na+]>C(O)(C(F)(F)F)=O>[NH2:11][C:12]1[S:13][C:4]([CH2:3][CH2:2][NH:1][CH2:6][CH2:7][C:8]2[S:13][C:12]([NH2:14])=[N:11][N:9]=2)=[N:5][N:14]=1 |f:3.4|. The reactants are [OH-].[Na+] (Sodium hydroxide), N(CCC#N)CCC#N (3,3′-iminodipropionitrile), NNC(=S)N (thiosemicarbazide), O (water). Solvent: C(=O)(C(F)(F)F)O (TFA).